Dataset: the Open Reaction Database (ORD), a public repository of structured organic reaction records. Task: describe an organic reaction: reactants, conditions, products, and yield The reactants are CC(C)(C)OC(=O)N1CCC(CNC(=O)CNC(=O)c2cccc(C(F)(F)F)c2)CC1, CO. The product is O=C(CNC(=O)c1cccc(C(F)(F)F)c1)NCC1CCNCC1. Reaction SMILES: [C:1]([O:2][C:3](=[O:4])[N:8]1[CH2:9][CH2:10][CH:11]([CH2:14][NH:15][C:16]([CH2:17][NH:18][C:19]([c:20]2[cH:21][c:22]([C:26]([F:27])([F:28])[F:29])[cH:23][cH:24][cH:25]2)=[O:30])=[O:31])[CH2:12][CH2:13]1)([CH3:5])([CH3:6])[CH3:7].[CH3:32][OH:33]>>[NH:8]1[CH2:9][CH2:10][CH:11]([CH2:14][NH:15][C:16]([CH2:17][NH:18][C:19]([c:20]2[cH:21][c:22]([C:26]([F:27])([F:28])[F:29])[cH:23][cH:24][cH:25]2)=[O:30])=[O:31])[CH2:12][CH2:13]1. The reactants are BrC1=CC=C(C=C1)C(C1=CC(=CC=C1)O[Si](C)(C)C(C)(C)C)O (α-(4-bromophenyl)-3-(tert-butyldimethylsilyloxy)benzyl alcohol), S(=O)(Cl)Cl (thionyl chloride). Solvent: ClCCl (dichloromethane). Run at time 8 hour. Yields the product BrC1=CC=C(C=C1)C(C1=CC(=CC=C1)O[Si](C)(C)C(C)(C)C)Cl (α-(4-bromophenyl)-3-(tert-butyldimethylsilyloxy)benzyl chloride). As a reaction SMILES: [Br:1][C:2]1[CH:7]=[CH:6][C:5]([CH:8](O)[C:9]2[CH:14]=[CH:13][CH:12]=[C:11]([O:15][Si:16]([C:19]([CH3:22])([CH3:21])[CH3:20])([CH3:18])[CH3:17])[CH:10]=2)=[CH:4][CH:3]=1.S(Cl)([Cl:26])=O>ClCCl>[Br:1][C:2]1[CH:7]=[CH:6][C:5]([CH:8]([Cl:26])[C:9]2[CH:14]=[CH:13][CH:12]=[C:11]([O:15][Si:16]([C:19]([CH3:22])([CH3:21])[CH3:20])([CH3:18])[CH3:17])[CH:10]=2)=[CH:4][CH:3]=1. Reported procedure: The crude benzhydryl alcohol (53.2 g, 135 mmol) was dissolved in 1000 mL of dichloromethane and 14.7 mL (202 mmol) of thionyl chloride was added dropwise. The solution was stirred overnight at room temperature and the solvent was removed under vacuum. The crude product was redissolved in 500 mL of toluene and the solvent again was removed under vacuum to eliminate excess thionyl chloride, providing crude α-(4-bromophenyl)-3-(tert-butyldimethylsilyloxy)benzyl chloride as a dark oil. NMR (200 MHz,...